Dataset: the Open Reaction Database (ORD), a public repository of structured organic reaction records. Task: describe an organic reaction: reactants, conditions, products, and yield Procedure: The title compound was prepared using the procedure described in Example 32(e) starting from 2-cyclopropyl-1-((2-(trimethylsilyl)ethoxy)methyl)-1H-imidazole-4-carboxylic acid (1.41 mmol, 400 mg) and (S)-4-(1-(2-aminopropyl)-1H-pyrazol-3-yl)-2-chloro-6-fluorobenzonitrile (1.41 mmol, 395 mg). The product was purified by flash-chromatography. Yield 249 mg. 1H-NMR (400 MHz; CDCl3): δ −0.01 (s, 9H), 0.93 (t, 2H), 0.99 (d, 4H), 1.23 (d, 3H), 1.88-1.95 (m, 1H), 3.52 (t, 2H), 4.29-4.40 (m, 2H), 4.47-4.5... Reactants: C1(CC1)C=1N(C=C(N1)C(=O)O)COCC[Si](C)(C)C (2-cyclopropyl-1-((2-(trimethylsilyl)ethoxy)methyl)-1H-imidazole-4-carboxylic acid), N[C@H](CN1N=C(C=C1)C1=CC(=C(C#N)C(=C1)F)Cl)C ((S)-4-(1-(2-aminopropyl)-1H-pyrazol-3-yl)-2-chloro-6-fluorobenzonitrile). As a reaction SMILES: [CH:1]1([C:4]2[N:5]([CH2:12][O:13][CH2:14][CH2:15][Si:16]([CH3:19])([CH3:18])[CH3:17])[CH:6]=[C:7]([C:9]([OH:11])=O)[N:8]=2)[CH2:3][CH2:2]1.[NH2:20][C@@H:21]([CH3:38])[CH2:22][N:23]1[CH:27]=[CH:26][C:25]([C:28]2[CH:35]=[C:34]([F:36])[C:31]([C:32]#[N:33])=[C:30]([Cl:37])[CH:29]=2)=[N:24]1>>[Cl:37][C:30]1[CH:29]=[C:28]([C:25]2[CH:26]=[CH:27][N:23]([CH2:22][C@@H:21]([NH:20][C:9]([C:7]3[N:8]=[C:4]([CH:1]4[CH2:2][CH2:3]4)[N:5]([CH2:12][O:13][CH2:14][CH2:15][Si:16]([CH3:19])([CH3:18])[CH3:17])[CH:6]=3)=[O:11])[CH3:38])[N:24]=2)[CH:35]=[C:34]([F:36])[C:31]=1[C:32]#[N:33]. The product is ClC=1C=C(C=C(C1C#N)F)C1=NN(C=C1)C[C@H](C)NC(=O)C=1N=C(N(C1)COCC[Si](C)(C)C)C1CC1 ((S)—N-(1-(3-(3-Chloro-4-cyano-5-fluorophenyl)-1H-pyrazol-1-yl)propan-2-yl)-2-cyclopropyl-1-((2-(trimethylsilyl)ethoxy)methyl)-1H-imidazole-4-carboxamide). Reactants: [Cl-].COC[P+](C1=CC=CC=C1)(C1=CC=CC=C1)C1=CC=CC=C1 ((methoxymethyl)triphenylphosphonium chloride), CC(C)([O-])C.[K+] (potassium tert-butoxide), C(C1=CC=CC=C1)OC(N(C)[C@@H]1CC[C@H](CC1)C=O)=O (trans-(4-Formyl-cyclohexyl)-methyl-carbamic acid benzyl ester). Run in C1CCOC1 (THF), C1CCOC1 (THF). Reaction conditions: temperature 0 celsius, time 30 minute. Product: C(C1=CC=CC=C1)OC(N(C)C1CCC(CC1)C=COC)=O ([4-(2-Methoxy-vinyl)-cyclohexyl]-methyl-carbamic acid benzyl ester). As a reaction SMILES: [Cl-].[CH3:2][O:3][CH2:4][P+](C1C=CC=CC=1)(C1C=CC=CC=1)C1C=CC=CC=1.CC(C)([O-])C.[K+].[CH2:30]([O:37][C:38](=[O:49])[N:39]([C@H:41]1[CH2:46][CH2:45][C@H:44]([CH:47]=O)[CH2:43][CH2:42]1)[CH3:40])[C:31]1[CH:36]=[CH:35][CH:34]=[CH:33][CH:32]=1>C1COCC1>[CH2:30]([O:37][C:38](=[O:49])[N:39]([CH:41]1[CH2:46][CH2:45][CH:44]([CH:47]=[CH:2][O:3][CH3:4])[CH2:43][CH2:42]1)[CH3:40])[C:31]1[CH:36]=[CH:35][CH:34]=[CH:33][CH:32]=1 |f:0.1,2.3|. Procedure: A supension of 128.6 g (375 mmol) of (methoxymethyl)triphenylphosphonium chloride in 540 ml THF was treated at −8° C. with 43.1 g (375 mmol) potassium tert-butoxide. The red solution was stirred 30 min at 0° C. and cooled (−20° C.), then 82.6 g (300 mmol) of trans-(4-Formyl-cyclohexyl)-methyl-carbamic acid benzyl ester in 240 ml THF were dropped in (60 min). The reaction was warmed to RT and stirred for 2 h, washed with aqueous saturated NaHCO3 (540 ml). The water phase was extracted with 0.5 l ... The reactants are CC1=C(N(C2=NC=CC=C21)C(=O)OC(C)(C)C)C(=O)OCC (1-tert-butyl 2-ethyl 3-methyl-1H-pyrrolo[2,3-b]pyridine-1,2-dicarboxylate). Reagents/catalysts: [Pd] (Palladium on carbon). The solvent is CCO (EtOH). Reaction conditions: time 8 hour. Product: CC1C(N(C2=NC=CC=C21)C(=O)OC(C)(C)C)C(=O)OCC (1-tert-butyl 2-ethyl 3-methyl-2,3-dihydro-1H-pyrrolo[2,3-b]pyridine-1,2-dicarboxylate). The yield is 99.4%. As a reaction SMILES: [CH3:1][C:2]1[C:10]2[C:5](=[N:6][CH:7]=[CH:8][CH:9]=2)[N:4]([C:11]([O:13][C:14]([CH3:17])([CH3:16])[CH3:15])=[O:12])[C:3]=1[C:18]([O:20][CH2:21][CH3:22])=[O:19]>[Pd].CCO>[CH3:1][CH:2]1[C:10]2[C:5](=[N:6][CH:7]=[CH:8][CH:9]=2)[N:4]([C:11]([O:13][C:14]([CH3:17])([CH3:15])[CH3:16])=[O:12])[CH:3]1[C:18]([O:20][CH2:21][CH3:22])=[O:19]. Procedure: In a 100 mL round-bottomed flask, 1-tert-butyl 2-ethyl 3-methyl-1H-pyrrolo[2,3-b]pyridine-1,2-dicarboxylate (235 mg, 772 μmol, Eq: 1.00) was combined with EtOH (34 mL) to give a colorless solution. 10% Palladium on carbon (82.2 mg, 77.2 μmol, Eq: 0.1) was added and the reaction was stirred under a hydrogen atmosphere (balloon) at rt overnight. The reaction mixture was filtered through Celite and concentrated in vacuo to give 1-tert-butyl 2-ethyl 3-methyl-2,3-dihydro-1H-pyrrolo[2,3-b]pyridine-1,2... Starting materials: Cl, CN(C(=O)N(C)C1CNCC1c1ccc(F)cc1)c1cc(C(F)(F)F)cc(C(F)(F)F)c1, NC(=O)C(=O)O. The product is CN(C(=O)N(C)C1CN(C(=O)C(N)=O)CC1c1ccc(F)cc1)c1cc(C(F)(F)F)cc(C(F)(F)F)c1. RXN SMILES: [ClH:1].[F:2][C:3]([c:4]1[cH:5][c:6]([N:14]([C:15](=[O:16])[N:17]([CH3:18])[CH:19]2[CH2:20][NH:21][CH2:22][CH:23]2[c:24]2[cH:25][cH:26][c:27]([F:30])[cH:28][cH:29]2)[CH3:31])[cH:7][c:8]([C:10]([F:11])([F:12])[F:13])[cH:9]1)([F:32])[F:33].[NH2:34][C:35]([C:36](=[O:37])[OH:38])=[O:39]>>[F:2][C:3]([c:4]1[cH:5][c:6]([N:14]([C:15](=[O:16])[N:17]([CH3:18])[CH:19]2[CH2:20][N:21]([C:36]([C:35]([NH2:34])=[O:39])=[O:37])[CH2:22][CH:23]2[c:24]2[cH:25][cH:26][c:27]([F:30])[cH:28][cH:29]2)[CH3:31])[cH:7][c:8]([C:10]([F:11])([F:12])[F:13])[cH:9]1)([F:32])[F:33]. Reactants: [Br-], C1CCOC1, CCCC[N+](CCCC)(CCCC)CCCC, ClC(Cl)COCC(Cl)Cl, COC(=O)Cc1ccccc1F, [H-], [Na+]. The product is COC(=O)C1(c2ccccc2F)CCOCC1. Reaction SMILES: [Br-:29].[CH2:24]1[O:25][CH2:26][CH2:27][CH2:28]1.[CH3:30][CH2:31][CH2:32][CH2:33][N+:34]([CH2:35][CH2:36][CH2:37][CH3:38])([CH2:39][CH2:40][CH2:41][CH3:42])[CH2:43][CH2:44][CH2:45][CH3:46].[Cl:15][CH:16]([CH2:17][O:18][CH2:19][CH:20]([Cl:22])[Cl:23])[Cl:21].[F:1][c:2]1[c:3]([CH2:8][C:9](=[O:10])[O:11][CH3:12])[cH:4][cH:5][cH:6][cH:7]1.[H-:14].[Na+:13]>>[F:1][c:2]1[c:3]([C:8]2([C:9](=[O:10])[O:11][CH3:12])[CH2:16][CH2:17][O:18][CH2:19][CH2:20]2)[cH:4][cH:5][cH:6][cH:7]1. The reactants are [Br-], [Br-], [Br-], CC(=O)C(C)(C)F, ClCCl, c1cc[nH+]cc1, c1cc[nH+]cc1, c1cc[nH+]cc1. Yields the product CC(C)(F)C(=O)C(Br)Br. As a reaction SMILES: [Br-:10].[Br-:8].[Br-:9].[CH3:1][C:2]([C:3]([CH3:4])=[O:5])([CH3:6])[F:7].[Cl:29][CH2:30][Cl:31].[nH+:11]1[cH:12][cH:13][cH:14][cH:15][cH:16]1.[nH+:17]1[cH:18][cH:19][cH:20][cH:21][cH:22]1.[nH+:23]1[cH:24][cH:25][cH:26][cH:27][cH:28]1>>[CH3:1][C:2]([C:3]([CH:4]([Br:8])[Br:9])=[O:5])([CH3:6])[F:7]. Reactants: NC1=C(C=CC(=C1)Br)NCCC1(CCCCC1)O (1-{[(2-Amino-4-bromophenyl)amino]ethyl}cyclohexanol), C(C(C)(C)C)(=O)Cl (pivaloyl chloride), C(O)([O-])=O.[Na+] (sodium hydrogencarbonate), O.C1(=CC=C(C=C1)S(=O)(=O)O)C (p-toluenesulfonic acid monohydrate). Run in C1(=CC=CC=C1)C (toluene), O (Water). Run at time 15 minute. Yields the product BrC1=CC2=C(N(C(=N2)C(C)(C)C)CC2(CCCCC2)O)C=C1 (1-[(5-Bromo-2-tert-butyl-1H-benzimidazol-1-yl)methyl]cyclohexanol). The yield is 21.0%. Reaction SMILES: [NH2:1][C:2]1[CH:7]=[C:6]([Br:8])[CH:5]=[CH:4][C:3]=1[NH:9][CH2:10][CH2:11][C:12]1(O)[CH2:17][CH2:16][CH2:15][CH2:14]C1.[C:19](Cl)(=O)[C:20]([CH3:23])([CH3:22])[CH3:21].O.C1(C)C=CC(S(O)(=O)=[O:34])=CC=1.C(=O)([O-])O.[Na+]>C1(C)C=CC=CC=1.O>[Br:8][C:6]1[CH:5]=[CH:4][C:3]2[N:9]([CH2:10][C:11]3([OH:34])[CH2:12][CH2:17][CH2:16][CH2:15][CH2:14]3)[C:19]([C:20]([CH3:23])([CH3:22])[CH3:21])=[N:1][C:2]=2[CH:7]=1 |f:2.3,4.5|. Procedure: To a solution of 1-{[(2-amino-4-bromophenyl)amino]ethyl}cyclohexanol (Step B, 892 mg, 2.8 mmol) in toluene (15 mL) was added pivaloyl chloride (379 μL, 3.1 mmol) at room temperature. After stirring for 15 min, p-toluenesulfonic acid monohydrate (533 mg, 2.8 mmol) was added and the mixture was stirred under reflux for 17 h with Dean-Stark apparatus. Water (5 mL) and saturated sodium hydrogencarbonate aqueous solution were added and the mixture was extracted with ethyl acetate (15 mL×3). The organ... As a reaction SMILES: [C:1]([CH3:2])([CH3:3])([CH3:4])[O:5][C:6]([N:7]([CH2:8][CH:9]1[O:10][c:11]2[cH:12][c:13]([S:20][c:21]3[cH:22][cH:23][cH:24][cH:25][cH:26]3)[cH:14][cH:15][c:16]2[C:17](=[O:19])[CH2:18]1)[CH3:27])=[O:28].[C:32](#[N:33])[CH3:34].[CH3:30][OH:31].[OH2:29].[OH2:35]>>[C:1]([CH3:2])([CH3:3])([CH3:4])[O:5][C:6]([N:7]([CH2:8][CH:9]1[O:10][c:11]2[cH:12][c:13]([S:20]([c:21]3[cH:22][cH:23][cH:24][cH:25][cH:26]3)(=[O:29])=[O:31])[cH:14][cH:15][c:16]2[C:17](=[O:19])[CH2:18]1)[CH3:27])=[O:28]. The reactants are CN(CC1CC(=O)c2ccc(Sc3ccccc3)cc2O1)C(=O)OC(C)(C)C, CC#N, CO, O, O. The product is CN(CC1CC(=O)c2ccc(S(=O)(=O)c3ccccc3)cc2O1)C(=O)OC(C)(C)C. Reactants: ClC1=CC=NC2=CC(=C(C=C12)C(=O)OC)OC (methyl 4-chloro-7-methoxyquinoline-6-carboxylate), OC=1C=C2C=CNC2=CC1 (5-hydroxyindole), C(C)(C)N(CC)C(C)C (diisopropylethylamine). Solvent: CN1C(CCC1)=O (N-methylpyrrolidone). Conditions: temperature 130 celsius, time 5 hour. The product is COC(=O)C=1C=C2C(=CC=NC2=CC1OC)OC=1C=C2C=CNC2=CC1 (6-Methoxycarbonyl-7-methoxy-4-(5-indolyloxy)quinoline). The yield is 29.8%. RXN SMILES: Cl[C:2]1[C:11]2[C:6](=[CH:7][C:8]([O:16][CH3:17])=[C:9]([C:12]([O:14][CH3:15])=[O:13])[CH:10]=2)[N:5]=[CH:4][CH:3]=1.[OH:18][C:19]1[CH:20]=[C:21]2[C:25](=[CH:26][CH:27]=1)[NH:24][CH:23]=[CH:22]2.C(N(C(C)C)CC)(C)C>CN1CCCC1=O>[CH3:15][O:14][C:12]([C:9]1[CH:10]=[C:11]2[C:6](=[CH:7][C:8]=1[O:16][CH3:17])[N:5]=[CH:4][CH:3]=[C:2]2[O:18][C:19]1[CH:20]=[C:21]2[C:25](=[CH:26][CH:27]=1)[NH:24][CH:23]=[CH:22]2)=[O:13]. Procedure: After mixing methyl 4-chloro-7-methoxyquinoline-6-carboxylate (described in WO0050405, p. 34, 8.5 g, 33.77 mmol), 5-hydroxyindole (7 g), diisopropylethylamine (8.9 ml) and N-methylpyrrolidone (8.9 ml), the mixture was heated and stirred at 130° C. for 5 hours and then at 150° C. for 8 hours. After standing to cool, the solution was adsorbed onto silica gel and purified with a silica gel column (hexane-ethyl acetate system). Ethanol, diethyl ether and hexane were added to the obtained yellow oil,... Reactants: C(C)(=O)Cl (acetyl chloride), NCC1CN(C(O1)=O)C1=CC=C2C=C(NC(C2=C1)=O)C1=C(C=CC=C1)C(F)(F)F (7-(5-aminomethyl-2-oxooxazolidin-3-yl)-3-(2-trifluoromethylphenyl)-2H-isoquinolin-1-one), Cl (hydrochloric acid). The solvent is N1=CC=CC=C1 (pyridine). Conditions: time 2 hour. The product is O=C1OC(CN1C1=CC=C2C=C(NC(C2=C1)=O)C1=C(C=CC=C1)C(F)(F)F)CNC(C)=O (N-{2-oxo-3-[1-oxo-3-(2-trifluoromethylphenyl)-1,2-dihydroisoquinolin-7-yl]oxazolidin-5-ylmethyl}acetamide). The yield is 71.0%. RXN SMILES: [NH2:1][CH2:2][CH:3]1[O:7][C:6](=[O:8])[N:5]([C:9]2[CH:18]=[C:17]3[C:12]([CH:13]=[C:14]([C:20]4[CH:25]=[CH:24][CH:23]=[CH:22][C:21]=4[C:26]([F:29])([F:28])[F:27])[NH:15][C:16]3=[O:19])=[CH:11][CH:10]=2)[CH2:4]1.[C:30](Cl)(=[O:32])[CH3:31].Cl>N1C=CC=CC=1>[O:8]=[C:6]1[N:5]([C:9]2[CH:18]=[C:17]3[C:12]([CH:13]=[C:14]([C:20]4[CH:25]=[CH:24][CH:23]=[CH:22][C:21]=4[C:26]([F:28])([F:27])[F:29])[NH:15][C:16]3=[O:19])=[CH:11][CH:10]=2)[CH2:4][CH:3]([CH2:2][NH:1][C:30](=[O:32])[CH3:31])[O:7]1. Procedure details: The 7-(5-aminomethyl-2-oxooxazolidin-3-yl)-3-(2-trifluoromethylphenyl)-2H-isoquinolin-1-one (15.3 mg, 0.038 mmol) obtained in Example 1-31 was dissolved in pyridine (380 μl). Thereafter, acetyl chloride (3.2 μl) was added to the obtained solution, and the obtained mixture was stirred at a room temperature for 2 hours. Thereafter, 1 N hydrochloric acid was added to the reaction solution under cooling on ice, followed by extraction with ethyl acetate. The extract was dried over anhydrous sodium su...